Dataset: the Open Reaction Database (ORD), a public repository of structured organic reaction records. Task: describe an organic reaction: reactants, conditions, products, and yield Starting materials: FC1(CCN(CC1)C(=O)OC(C)(C)C)COS(=O)(=O)C1=CC=C(C)C=C1 (tert-butyl 4-fluoro-4-((tosyloxy)methyl)piperidine-1-carboxylate), C1(C=2C(C(N1)=O)=CC=CC2)=O.[K] (potassium phthalimide), O (H2O). Solvent: CN(C)C=O (DMF). Run at temperature 150 celsius. Product: O=C1N(C(C2=CC=CC=C12)=O)CC1(CCN(CC1)C(=O)OC(C)(C)C)F (tert-butyl 4-((1,3-dioxoisoindolin-2-yl)methyl)-4-fluoropiperidine-1-carboxylate). As a reaction SMILES: [F:1][C:2]1([CH2:15]OS(C2C=CC(C)=CC=2)(=O)=O)[CH2:7][CH2:6][N:5]([C:8]([O:10][C:11]([CH3:14])([CH3:13])[CH3:12])=[O:9])[CH2:4][CH2:3]1.[C:27]1(=[O:37])[NH:31][C:30](=[O:32])[C:29]2=[CH:33][CH:34]=[CH:35][CH:36]=[C:28]12.[K].O>CN(C=O)C>[O:32]=[C:30]1[C:29]2[C:28](=[CH:36][CH:35]=[CH:34][CH:33]=2)[C:27](=[O:37])[N:31]1[CH2:15][C:2]1([F:1])[CH2:3][CH2:4][N:5]([C:8]([O:10][C:11]([CH3:12])([CH3:13])[CH3:14])=[O:9])[CH2:6][CH2:7]1 |f:1.2,^1:37|. Reported procedure: To a solution of 3-2 (6.78 g, 17.5 mmol) in 70 mL DMF was added potassium phthalimide (4.21 g, 22.7 mmol) and the mixture was heated at 150° C. for 2.5 h. The mixture was allowed to cool to ambient temperature, poured into H2O (150 mL), and extracted with EtOAc (3×150 mL). The combined organic layers were washed with brine (200 mL), dried over MgSO4, filtered, and concentrated in vacuo, giving 11.0 g of crude 3-3 as a tan solid. 1H NMR (CDCl3, 300 MHz): 7.85 (dd, J=5.4, 3.0 Hz, 2H), 7.76 (dd, J=...